This data is from the Open Reaction Database (ORD), a public repository of structured organic reaction records. The task is: describe an organic reaction: reactants, conditions, products, and yield The reactants are [OH-].[Li+] (lithium hydroxide), C(C)OC(CC1=CC=C(C=C1)C1=CC=C(C=C1)C1=C(C(=NO1)C)NC(=O)O[C@H](C)C1=CC=CC=C1)=O ({4′-[3-methyl-4-((R)-1-phenyl-ethoxycarbonylamino)-isoxazol-5-yl]-biphenyl-4-yl}-acetic acid ethyl ester), CO (MeOH). The solvent is O (H2O). Run at time 8 hour. Yields the product CC1=NOC(=C1NC(=O)O[C@H](C)C1=CC=CC=C1)C1=CC=C(C=C1)C1=CC=C(C=C1)CC(=O)O ({4′-[3-Methyl-4-((R)-1-phenyl-ethoxycarbonylamino)-isoxazol-5-yl]-biphenyl-4-yl}-acetic acid). Reaction SMILES: C([O:3][C:4](=[O:36])[CH2:5][C:6]1[CH:11]=[CH:10][C:9]([C:12]2[CH:17]=[CH:16][C:15]([C:18]3[O:22][N:21]=[C:20]([CH3:23])[C:19]=3[NH:24][C:25]([O:27][C@@H:28]([C:30]3[CH:35]=[CH:34][CH:33]=[CH:32][CH:31]=3)[CH3:29])=[O:26])=[CH:14][CH:13]=2)=[CH:8][CH:7]=1)C.CO.[OH-].[Li+]>O>[CH3:23][C:20]1[C:19]([NH:24][C:25]([O:27][C@@H:28]([C:30]2[CH:31]=[CH:32][CH:33]=[CH:34][CH:35]=2)[CH3:29])=[O:26])=[C:18]([C:15]2[CH:16]=[CH:17][C:12]([C:9]3[CH:8]=[CH:7][C:6]([CH2:5][C:4]([OH:36])=[O:3])=[CH:11][CH:10]=3)=[CH:13][CH:14]=2)[O:22][N:21]=1 |f:2.3|. Procedure details: To a suspension of {4′-[3-methyl-4-((R)-1-phenyl-ethoxycarbonylamino)-isoxazol-5-yl]-biphenyl-4-yl}-acetic acid ethyl ester (24 g, 49 mmol) in 3:1 MeOH:H2O (300 mL) was added lithium hydroxide (8.3 g, 198 mmol), and the reaction was stirred at room temperature overnight. The mixture was acidified and partitioned between EtOAc and H2O. The aqueous layer was extracted with EtOAc, and the combined organic layers were washed with H2O, dried over MgSO4, filtered, and concentrated to give the title co... Reported procedure: A solution of 5.0 grams (0.011 mole) of 1,2-bis(3,5-di-t-butyl-4-hydroxyphenyl)ethane dissolved in 30 milliliters of tetralin containing 0.2 gram (0.0012 mole) of p-toluensulfonic acid was heated to reflux for a total of 3 hours. The reaction mixture was cooled and poured into 50 milliliters of water. The precipitated solid was collected by suction filtration and recrystallized from ethanol to yield 2.3 grams (97 percent) of bisphenol E, melting point 199°-200° C. The reactants are C(C)(C)(C)C=1C=C(C=C(C1O)C(C)(C)C)CCC1=CC(=C(C(=C1)C(C)(C)C)O)C(C)(C)C (1,2-bis(3,5-di-t-butyl-4-hydroxyphenyl)ethane), C1CCCC2=CC=CC=C12 (tetralin), O (water). Yields the product CC(C1=CC=C(C=C1)O)C2=CC=C(C=C2)O (bisphenol E). Isolated yield 97.0%. As a reaction SMILES: C(C1C=[C:7]([CH2:16][CH2:17][C:18]2[CH:23]=[C:22](C(C)(C)C)[C:21]([OH:28])=[C:20](C(C)(C)C)[CH:19]=2)[CH:8]=[C:9]([C:12]([CH3:15])(C)C)C=1O)(C)(C)C.[CH2:33]1C2C(=CC=CC=2)CCC1.[OH2:43]>C1(C)C=CC(S(O)(=O)=O)=CC=1>[CH3:33][CH:17]([C:18]1[CH:19]=[CH:20][C:21]([OH:28])=[CH:22][CH:23]=1)[C:16]1[CH:7]=[CH:8][C:9]([OH:43])=[CH:12][CH:15]=1. The solvent is C1(=CC=C(C=C1)S(=O)(=O)O)C (p-toluensulfonic acid).